From a dataset of the Open Reaction Database (ORD), a public repository of structured organic reaction records. describe an organic reaction: reactants, conditions, products, and yield Starting materials: CC(=O)O, CCN, C1CCOC1, CS(C)=O, Nc1ncc(C2=CCC(=O)CC2)nc1-c1nnc(-c2ccccc2)o1. Product: CCNC1CC=C(c2cnc(N)c(-c3nnc(-c4ccccc4)o3)n2)CC1. Reaction SMILES: [C:29]([OH:30])(=[O:31])[CH3:32].[CH2:26]([CH3:27])[NH2:28].[CH2:33]1[O:34][CH2:35][CH2:36][CH2:37]1.[CH3:38][S:39]([CH3:40])=[O:41].[NH2:1][c:2]1[n:3][cH:4][c:5]([C:19]2=[CH:20][CH2:21][C:22](=[O:25])[CH2:23][CH2:24]2)[n:6][c:7]1-[c:8]1[o:9][c:10](-[c:13]2[cH:14][cH:15][cH:16][cH:17][cH:18]2)[n:11][n:12]1>>[NH2:1][c:2]1[n:3][cH:4][c:5]([C:19]2=[CH:20][CH2:21][CH:22]([NH:28][CH2:26][CH3:27])[CH2:23][CH2:24]2)[n:6][c:7]1-[c:8]1[o:9][c:10](-[c:13]2[cH:14][cH:15][cH:16][cH:17][cH:18]2)[n:11][n:12]1.